This data is from the Open Reaction Database (ORD), a public repository of structured organic reaction records. The task is: describe an organic reaction: reactants, conditions, products, and yield Starting materials: zinc-aluminum spinel, N (ammonia), CC1C(C(CCC1)C)=O (2,6-dimethylcyclohexan-1-one). Reagents/catalysts: [Pd] (palladium). Solvent: [H][H] (hydrogen). Reaction conditions: temperature 220 celsius. Product: CC1C(C(CCC1)C)=O (2,6-dimethylcyclohexan-1-one), CC1=C(N)C(=CC=C1)C (2,6-dimethylaniline). As a reaction SMILES: [NH3:1].[CH3:2][CH:3]1[CH2:8][CH2:7][CH2:6][CH:5]([CH3:9])[C:4]1=[O:10]>[Pd].[H][H]>[CH3:2][CH:3]1[CH2:8][CH2:7][CH2:6][CH:5]([CH3:9])[C:4]1=[O:10].[CH3:2][C:3]1[CH:8]=[CH:7][CH:6]=[C:5]([CH3:9])[C:4]=1[NH2:1]. Procedure: A catalyst which is in the form of extrudate of 3 mm diameter and 10 mm length and which contains 1.8% by weight of palladium on a zinc-aluminum spinel as the carrier is introduced into a reactor consisting of a pressure-resistant cylindrical tube of 1.2 liters volume, and is heated to 220° C. Per hour, a gaseous mixture of 200 liters (S.T.P.) of ammonia and 200 liters (S.T.P.) of hydrogen and 100 g of vaporized 2,6-dimethylcyclohexan-1-one are passed over this catalyst bed under atmospheric pre... Starting materials: C[C@@H]1CC[C@]2([C@@H]3CCC(=O)[C@@H]([C@]3(CC[C@@H]2[C@@]1(C)C4=CNC5=C4C=CC(=C5)O)C)C)C (radarin A), O (water), S(=O)(=O)([O-])[O-].[Mg+2] (magnesium sulfate), CCC([BH-](C(CC)C)C(CC)C)C.[Li+] (L-Selectride), solution. Run in O1CCCC1 (tetrahydrofuran), C(Cl)Cl (methylene chloride), O1CCCC1 (tetrahydrofuran). Reaction conditions: temperature -78 celsius, time 30 minute. Yields the product C[C@@H]1CC[C@]2([C@@H]3CC[C@@H]([C@@H]([C@]3(CC[C@@H]2[C@@]1(C)C4=CNC5=C4C=CC(=C5)O)C)C)O)C (radarin B). The yield is 94.5%. Reaction SMILES: CCC(C)[BH-](C(C)CC)C(C)CC.[Li+].[CH3:15][C@H:16]1[C@@:30]([C:32]2[C:36]3[CH:37]=[CH:38][C:39]([OH:41])=[CH:40][C:35]=3[NH:34][CH:33]=2)([CH3:31])[C@@H:29]2[C@:19]([CH3:44])([C@H:20]3[C@:26]([CH3:42])([CH2:27][CH2:28]2)[C@@H:25]([CH3:43])[C:23](=[O:24])[CH2:22][CH2:21]3)[CH2:18][CH2:17]1.O.S([O-])([O-])(=O)=O.[Mg+2]>O1CCCC1.C(Cl)Cl>[CH3:15][C@H:16]1[C@@:30]([C:32]2[C:36]3[CH:37]=[CH:38][C:39]([OH:41])=[CH:40][C:35]=3[NH:34][CH:33]=2)([CH3:31])[C@@H:29]2[C@:19]([CH3:44])([C@H:20]3[C@:26]([CH3:42])([CH2:27][CH2:28]2)[C@@H:25]([CH3:43])[C@@H:23]([OH:24])[CH2:22][CH2:21]3)[CH2:18][CH2:17]1 |f:0.1,4.5|. Procedure: L-Selectride (45 μl of a 1.0M solution in tetrahydrofuran) was added to a 2-ml reaction vial at -78° C. containing 2.0 mg of radarin A in 1.0 ml of dry tetrahydrofuran. After the mixture was stirred for 30 min at -78° C., water (50 μl) was added and the mixture was allowed to warm to room temperature (15 min). Anhydrous magnesium sulfate was added and the solution was then passed through a small silica column. The product obtained upon evaporation of the solvent was redissolved in 1.0 ml methyle... Reactants: ClC1=NC=CC(=N1)N(C1=CC=CC=C1)CCC1=CC=CC=C1 (2-Chloro-4-(N-(2-phenylethyl)anilino)pyrimidine), Cl.CN(C)CC(COC1=CC=C(N)C=C1)O (4-[3-(N,N-dimethyl)amino-2-hydroxypropoxy]aniline hydrochloride). Run in CN1CCCC1=O (NMP). Run at temperature 120 celsius. Product: CN(C)CC(COC1=CC=C(NC2=NC=CC(=N2)N(C2=CC=CC=C2)CCC2=CC=CC=C2)C=C1)O (2-{4-[3-(N,N-Dimethyl)amino-2-hydroxypropoxy]anilino}-4-(N-(2-phenylethyl)anilino)pyrimidine). Yield: 35.7%. RXN SMILES: Cl[C:2]1[N:7]=[C:6]([N:8]([CH2:15][CH2:16][C:17]2[CH:22]=[CH:21][CH:20]=[CH:19][CH:18]=2)[C:9]2[CH:14]=[CH:13][CH:12]=[CH:11][CH:10]=2)[CH:5]=[CH:4][N:3]=1.Cl.[CH3:24][N:25]([CH2:27][CH:28]([OH:38])[CH2:29][O:30][C:31]1[CH:37]=[CH:36][C:34]([NH2:35])=[CH:33][CH:32]=1)[CH3:26]>CN1C(=O)CCC1>[CH3:26][N:25]([CH2:27][CH:28]([OH:38])[CH2:29][O:30][C:31]1[CH:32]=[CH:33][C:34]([NH:35][C:2]2[N:7]=[C:6]([N:8]([CH2:15][CH2:16][C:17]3[CH:22]=[CH:21][CH:20]=[CH:19][CH:18]=3)[C:9]3[CH:14]=[CH:13][CH:12]=[CH:11][CH:10]=3)[CH:5]=[CH:4][N:3]=2)=[CH:36][CH:37]=1)[CH3:24] |f:1.2|. Reported procedure: 2-Chloro-4-(N-(2-phenylethyl)anilino)pyrimidine (Reference Example E-3; 270 mg, 0.87 mmol) was dissolved in NMP (2 ml), 4-[3-(N,N-dimethyl)amino-2-hydroxypropoxy]aniline hydrochloride (Reference Example D-1; 222 mg, 0.90 mmol) was added and the mixture heated at 120° C. for 12 hours. The solvent was evaporated, the residue was resolubilized in methanol/ammonia 6M and evaporated again to dryness. The resulting solid was purified by flash chromatography using increasingly polar solvent mixtures st...